This data is from the Open Reaction Database (ORD), a public repository of structured organic reaction records. The task is: describe an organic reaction: reactants, conditions, products, and yield Starting materials: N1=CC=C(C=C1)C=1C=C(C(=NC1)OC)CO (5-(4-pyridinyl)-2-methoxy-3-pyridinemethanol). The reagents and catalysts are [O-2].[O-2].[Mn+4] (manganese dioxide). Solvent: C(Cl)(Cl)Cl (chloroform). Reaction conditions: time 14 hour. The product is N1=CC=C(C=C1)C=1C=C(C(=NC1)OC)C=O (5-(4-Pyridinyl)-2-methoxy-3-pyridinecarboxaldehyde). Isolated yield 103.5%. As a reaction SMILES: [N:1]1[CH:6]=[CH:5][C:4]([C:7]2[CH:8]=[C:9]([CH2:15][OH:16])[C:10]([O:13][CH3:14])=[N:11][CH:12]=2)=[CH:3][CH:2]=1>C(Cl)(Cl)Cl.[O-2].[O-2].[Mn+4]>[N:1]1[CH:6]=[CH:5][C:4]([C:7]2[CH:8]=[C:9]([CH:15]=[O:16])[C:10]([O:13][CH3:14])=[N:11][CH:12]=2)=[CH:3][CH:2]=1 |f:2.3.4|. Procedure: 321 mg of 5-(4-pyridinyl)-2-methoxy-3-pyridinemethanol was dissolved in 10 ml of chloroform, 1.6 g of manganese dioxide was added thereto, and the mixture was stirred at room temperature for 14 hours. After filtering through Celite, the filtrate was evaporated. The crude product was purified by silica gel chromatography (toluene:ethyl acetate=3:1), to give 329 mg of the title compound as a white powder. Reactants: S(=O)(=O)(O)[O-].[K+] (Potassium hydrogen sulphate), [H-].[Na+] (Sodium hydride), ClC1=CC=C(C=C1)S(=O)(=O)NC (4-chloro-N-methylbenzenesulfonamide), BrCC=1C(=C(SC1)C(=O)OC)Cl (Methyl 4-bromomethyl-3-chlorothiophene-2-carboxylate). Solvent: CN(C)C=O (DMF). Run at time 15 minute. The product is ClC1=C(SC=C1CN(C)S(=O)(=O)C1=CC=C(C=C1)Cl)C(=O)OC (methyl 3-chloro(N-(4-chlorobenzenesulphonyl)-N-methylaminomethyl)thiophene-2-carboxylate). Isolated yield 102.3%. Reaction SMILES: [H-].[Na+].[Cl:3][C:4]1[CH:9]=[CH:8][C:7]([S:10]([NH:13][CH3:14])(=[O:12])=[O:11])=[CH:6][CH:5]=1.Br[CH2:16][C:17]1[C:18]([Cl:26])=[C:19]([C:22]([O:24][CH3:25])=[O:23])[S:20][CH:21]=1.S([O-])(O)(=O)=O.[K+]>CN(C=O)C>[Cl:26][C:18]1[C:17]([CH2:16][N:13]([S:10]([C:7]2[CH:8]=[CH:9][C:4]([Cl:3])=[CH:5][CH:6]=2)(=[O:12])=[O:11])[CH3:14])=[CH:21][S:20][C:19]=1[C:22]([O:24][CH3:25])=[O:23] |f:0.1,4.5|. Reported procedure: Sodium hydride (60% dispersion, 150 mg, 3.8 mmol) was added to a solution of 4-chloro-N-methylbenzenesulfonamide (640 mg, 3.1 mmol) in DMF (12 ml) while cooling in an ice/water bath. After stirring for 15 min the mixture was allowed to warm to room temperature and stirred for a further 30 min. Methyl 4-bromomethyl-3-chlorothiophene-2-carboxylate (1.08 g, 4.0 mmol) was added and the mixture was stirred for 18 h. 0.3N Potassium hydrogen sulphate solution was added and the mixture evaporated. The m...